Dataset: the Open Reaction Database (ORD), a public repository of structured organic reaction records. Task: describe an organic reaction: reactants, conditions, products, and yield Reactants: C(C1=CC=CC=C1)OCCN(C(=O)C=1NC(C(=C2C(N(CCC12)CC1=CC(=C(C=C1)F)Cl)=O)OC)=O)CCCCOS(=O)(=O)C (N-[2-(benzyloxy)ethyl]-N-(4-methanesulfonyloxybutyl)-6-(3-chloro-4-fluorobenzyl)-4-methoxy-3,5-dioxo-2,3,5,6,7,8-hexahydro-2,6-naphthyridine-1-carboxamide), C([O-])([O-])=O.[Cs+].[Cs+] (cesium carbonate). Solvent: CN(C)C=O (DMF). Run at temperature 75 celsius. The product is ClC=1C=C(CN2C(C3=C(C(N4C(=C3CC2)C(N(CCCC4)CCOCC4=CC=CC=C4)=O)=O)OC)=O)C=CC1F (11-(3-Chloro-4-fluorobenzyl)-9-methoxy-2-[2-(benzyloxy)ethyl]-3,4,5,6,12,13-hexahydro-2H[1,4]diazocino[2,1-a]-2,6-naphthyridine-1,8,10(11H)-trione). As a reaction SMILES: [CH2:1]([O:8][CH2:9][CH2:10][N:11]([CH2:37][CH2:38][CH2:39][CH2:40]OS(C)(=O)=O)[C:12]([C:14]1[NH:15][C:16](=[O:36])[C:17]([O:34][CH3:35])=[C:18]2[C:23]=1[CH2:22][CH2:21][N:20]([CH2:24][C:25]1[CH:30]=[CH:29][C:28]([F:31])=[C:27]([Cl:32])[CH:26]=1)[C:19]2=[O:33])=[O:13])[C:2]1[CH:7]=[CH:6][CH:5]=[CH:4][CH:3]=1.C(=O)([O-])[O-].[Cs+].[Cs+]>CN(C=O)C>[Cl:32][C:27]1[CH:26]=[C:25]([CH:30]=[CH:29][C:28]=1[F:31])[CH2:24][N:20]1[CH2:21][CH2:22][C:23]2[C:18](=[C:17]([O:34][CH3:35])[C:16](=[O:36])[N:15]3[CH2:40][CH2:39][CH2:38][CH2:37][N:11]([CH2:10][CH2:9][O:8][CH2:1][C:2]4[CH:7]=[CH:6][CH:5]=[CH:4][CH:3]=4)[C:12](=[O:13])[C:14]3=2)[C:19]1=[O:33] |f:1.2.3|. Procedure details: To a mixture of N-[2-(benzyloxy)ethyl]-N-(4-methanesulfonyloxybutyl)-6-(3-chloro-4-fluorobenzyl)-4-methoxy-3,5-dioxo-2,3,5,6,7,8-hexahydro-2,6-naphthyridine-1-carboxamide (90 mg, 0.14 mmol) and cesium carbonate (53 mg, 0.16 mmol) in DMF was heated at 75° C. for 90 minutes. The product mixture was concentrated under vacuum. The residue was subjected to column chromatography on silica gel eluting with 5% methanol in dichloromethane. Collection and concentration of appropriate fractions afforded th... The product is O=Cc1cn(CCCN2C(=O)c3ccccc3C2=O)nn1. Reactants: C#CCO, ClCCl, [N-]=[N+]=NCCCN1C(=O)c2ccccc2C1=O, O=C1c2ccccc2C(=O)N1CCCn1cc(CO)nn1. Reaction SMILES: [CH2:39]([OH:40])[C:41]#[CH:42].[Cl:43][CH2:44][Cl:45].[N:22]([CH2:23][CH2:24][CH2:25][N:26]1[C:27](=[O:28])[c:29]2[c:30]([cH:31][cH:32][cH:33][cH:34]2)[C:35]1=[O:36])=[N+:37]=[N-:38].[OH:1][CH2:2][c:3]1[n:4][n:5][n:6]([CH2:8][CH2:9][CH2:10][N:11]2[C:12](=[O:21])[c:13]3[cH:14][cH:15][cH:16][cH:17][c:18]3[C:19]2=[O:20])[cH:7]1>>[O:1]=[CH:2][c:3]1[n:4][n:5][n:6]([CH2:8][CH2:9][CH2:10][N:11]2[C:12](=[O:21])[c:13]3[cH:14][cH:15][cH:16][cH:17][c:18]3[C:19]2=[O:20])[cH:7]1. Solvent: O1CCCC1 (tetrahydrofuran). Reactants: NCC(CN1N=CN=C1)(O)C1=C(C=C(C=C1)Cl)Cl (1-[3-Amino-2-(2,4-dichlorophenyl)-2-hydroxyprop-1-yl]-1H-1,2,4-triazole), C(=S)(N1C=NC=C1)N1C=NC=C1 (1,1'-thiocarbonyldiimidazole). Procedure details: A solution of the amine (A) (1 g, 3.48 mmole) and 1,1'-thiocarbonyldiimidazole (0.62 g, 3.48 mmole) in tetrahydrofuran (20 ml) was stirred at room temperature for one hour. The solvent was then evaporated and the residue was chromatographed on silica (230-400 mesh), eluting with ethyl acetate. One recrystallization from ethanol gave the pure title compound, 0.65 g (57%), as a white solid, m.p. 232°-235° C. As a reaction SMILES: [NH2:1][CH2:2][C:3]([C:11]1[CH:16]=[CH:15][C:14]([Cl:17])=[CH:13][C:12]=1[Cl:18])([OH:10])[CH2:4][N:5]1[CH:9]=[N:8][CH:7]=[N:6]1.[C:19](N1C=CN=C1)(N1C=CN=C1)=[S:20]>O1CCCC1>[Cl:18][C:12]1[CH:13]=[C:14]([Cl:17])[CH:15]=[CH:16][C:11]=1[C:3]1([CH2:4][N:5]2[CH:9]=[N:8][CH:7]=[N:6]2)[O:10][C:19](=[S:20])[NH:1][CH2:2]1. Yields the product ClC1=C(C=CC(=C1)Cl)C1(CNC(O1)=S)CN1N=CN=C1 (5-(2,4-Dichlorophenyl)-5-(1H-1,2,4-triazol-1-yl-methyl)-1,3-oxazolidin-2-thione). Reactants: CC(C)(C)c1ccc(C=O)cc1, CC(=O)O[BH-](OC(C)=O)OC(C)=O, ClCCl, Cl, CNC(CC(C)C)C(=O)NCCCC(c1ccc(F)cc1)c1ccc(F)cc1, [Na+], [Na+], O=C([O-])O. Reaction SMILES: [C:30]([CH3:31])([CH3:32])([CH3:33])[c:34]1[cH:35][cH:36][c:37]([CH:38]=[O:39])[cH:40][cH:41]1.[C:42]([O:43][BH-:44]([O:45][C:46](=[O:47])[CH3:48])[O:49][C:50](=[O:51])[CH3:52])(=[O:53])[CH3:54].[Cl:61][CH2:62][Cl:63].[ClH:1].[F:2][c:3]1[cH:4][cH:5][c:6]([CH:9]([CH2:10][CH2:11][CH2:12][NH:13][C:14]([CH:15]([CH2:16][CH:17]([CH3:18])[CH3:19])[NH:20][CH3:21])=[O:22])[c:23]2[cH:24][cH:25][c:26]([F:29])[cH:27][cH:28]2)[cH:7][cH:8]1.[Na+:55].[Na+:60].[O-:56][C:57]([OH:58])=[O:59]>>[ClH:1].[F:2][c:3]1[cH:4][cH:5][c:6]([CH:9]([CH2:10][CH2:11][CH2:12][NH:13][C:14]([CH:15]([CH2:16][CH:17]([CH3:18])[CH3:19])[N:20]([CH3:21])[CH2:38][c:37]2[cH:36][cH:35][c:34]([C:30]([CH3:31])([CH3:32])[CH3:33])[cH:41][cH:40]2)=[O:22])[c:23]2[cH:24][cH:25][c:26]([F:29])[cH:27][cH:28]2)[cH:7][cH:8]1. Yields the product Cl, CC(C)CC(C(=O)NCCCC(c1ccc(F)cc1)c1ccc(F)cc1)N(C)Cc1ccc(C(C)(C)C)cc1. The reactants are FC=1C=CC(=NC1)C1=NOC(=C1COC=1C=C(NN1)C(=O)O)C (5-[3-(5-fluoro-pyridin-2-yl)-5-methyl-isoxazol-4-ylmethoxy]-2H-pyrazole-3-carboxylic acid), FC1=CC=C(C=C1)C1=NOC(=C1COC=1C=C(NN1)C(=O)O)C (5-[3-(4-fluoro-phenyl)-5-methyl-isoxazol-4-ylmethoxy]-2H-pyrazole-3-carboxylic acid). Product: N1(CCCC1)NC(=O)C=1NN=C(C1)OCC=1C(=NOC1C)C1=NC=C(C=C1)F (5-[3-(5-Fluoro-pyridin-2-yl)-5-methyl-isoxazol-4-ylmethoxy]-2H-pyrazole-3-carboxylic acid pyrrolidin-1-ylamide). Isolated yield 39.0%. RXN SMILES: [F:1][C:2]1[CH:3]=[CH:4][C:5]([C:8]2[C:12]([CH2:13][O:14][C:15]3[CH:16]=[C:17]([C:20]([OH:22])=O)[NH:18][N:19]=3)=[C:11]([CH3:23])[O:10][N:9]=2)=[N:6][CH:7]=1.FC1C=CC(C2C(CO[C:38]3[CH:39]=[C:40]([C:43](O)=O)[NH:41][N:42]=3)=C(C)ON=2)=CC=1>>[N:42]1([NH:41][C:20]([C:17]2[NH:18][N:19]=[C:15]([O:14][CH2:13][C:12]3[C:8]([C:5]4[CH:4]=[CH:3][C:2]([F:1])=[CH:7][N:6]=4)=[N:9][O:10][C:11]=3[CH3:23])[CH:16]=2)=[O:22])[CH2:43][CH2:40][CH2:39][CH2:38]1. Reported procedure: As described for example 10b, 5-[3-(5-fluoro-pyridin-2-yl)-5-methyl-isoxazol-4-ylmethoxy]-2H-pyrazole-3-carboxylic acid (38 mg, 0.12 mmol), instead of 5-[3-(4-fluoro-phenyl)-5-methyl-isoxazol-4-ylmethoxy]-2H-pyrazole-3-carboxylic acid, was converted, to the title compound (18 mg, 39%) which was obtained as a white solid. MS: m/e=387.2 [M+H]+. Reactants: CO, CSc1nc(Cl)c(-c2ccccc2)c(Cl)n1, NN, O. The product is CSc1nc(Cl)c(-c2ccccc2)c(NN)n1. RXN SMILES: [CH3:20][OH:21].[Cl:1][c:2]1[n:3][c:4]([S:15][CH3:16])[n:5][c:6]([Cl:14])[c:7]1-[c:8]1[cH:9][cH:10][cH:11][cH:12][cH:13]1.[NH2:18][NH2:19].[OH2:17]>>[Cl:1][c:2]1[n:3][c:4]([S:15][CH3:16])[n:5][c:6]([NH:18][NH2:19])[c:7]1-[c:8]1[cH:9][cH:10][cH:11][cH:12][cH:13]1.